Dataset: the Open Reaction Database (ORD), a public repository of structured organic reaction records. Task: describe an organic reaction: reactants, conditions, products, and yield The reactants are ClC=1C=C(C=CC1C(C(C(F)(F)F)(O)C1=CC(=NC=C1)Cl)C)CC#N ({3-Chloro-4-[2-(2-chloro-pyridin-4-yl)-3,3,3-trifluoro-2-hydroxy-1-methyl-propyl]-phenyl}-acetonitrile), O (water), [OH-].[Na+] (NaOH). The solvent is Cl (HCl). Run at temperature 80 celsius, time 1 hour. Yields the product ClC=1C=C(C=CC1C(C(C(F)(F)F)(O)C1=CC(=NC=C1)Cl)C)CC(=O)O ({3-Chloro-4-[2-(2-chloro-pyridin-4-yl)-3,3,3-trifluoro-2-hydroxy-1-methyl-propyl]-phenyl}-acetic acid). RXN SMILES: [Cl:1][C:2]1[CH:3]=[C:4]([CH2:23][C:24]#N)[CH:5]=[CH:6][C:7]=1[CH:8]([CH3:22])[C:9]([C:15]1[CH:20]=[CH:19][N:18]=[C:17]([Cl:21])[CH:16]=1)([OH:14])[C:10]([F:13])([F:12])[F:11].[OH2:26].[OH-:27].[Na+]>Cl>[Cl:1][C:2]1[CH:3]=[C:4]([CH2:23][C:24]([OH:27])=[O:26])[CH:5]=[CH:6][C:7]=1[CH:8]([CH3:22])[C:9]([C:15]1[CH:20]=[CH:19][N:18]=[C:17]([Cl:21])[CH:16]=1)([OH:14])[C:10]([F:13])([F:12])[F:11] |f:2.3|. Procedure details: {3-Chloro-4-[2-(2-chloro-pyridin-4-yl)-3,3,3-trifluoro-2-hydroxy-1-methyl-propyl]-phenyl}-acetonitrile was suspended in aq. conc. HCl (3 mL) and stirred for 1 hour at 80° C. The mixture was allowed to cool and poured into water. The pH of the solution was adjusted to 6-7 with diluted NaOH. The aqueous layer was extracted three times with ethyl acetate and the extracts were dried over Na2SO4 and evaporated. The residue was purified by flash chromatography (silica gel, gradient of ethyl acetate in... Reactants: O.C(CC(O)(C(=O)O)CC(=O)O)(=O)O (water citric acid), ClC=1C=C(C=CC1O)C=1C=C(C=2NC3=CC(=CC=C3C2C1)N1CCS(CC1)(=O)=O)C(=O)N (3-(3-chloro-4-hydroxyphenyl)-7-(1,1-dioxo-thiomorpholino)-9H-carbazole-1-carboxamide), C(=O)([O-])[O-].[K+].[K+] (K2CO3), BrCCBr (1,2-dibromoethane). The solvent is CN(C)C=O (DMF). Reaction conditions: time 4.5 hour. The product is BrCCOC1=C(C=C(C=C1)C=1C=C(C=2NC3=CC(=CC=C3C2C1)N1CCS(CC1)(=O)=O)C(=O)N)Cl (3-(4-(2-bromoethoxy)-3-chlorophenyl)-7-(1,1-dioxo-thiomorpholino)-9H-carbazole-1-carboxamide). Yield: 100.3%. RXN SMILES: [Cl:1][C:2]1[CH:3]=[C:4]([C:9]2[CH:10]=[C:11]([C:30]([NH2:32])=[O:31])[C:12]3[NH:13][C:14]4[C:19]([C:20]=3[CH:21]=2)=[CH:18][CH:17]=[C:16]([N:22]2[CH2:27][CH2:26][S:25](=[O:29])(=[O:28])[CH2:24][CH2:23]2)[CH:15]=4)[CH:5]=[CH:6][C:7]=1[OH:8].C([O-])([O-])=O.[K+].[K+].[Br:39][CH2:40][CH2:41]Br.O.C(O)(=O)CC(CC(O)=O)(C(O)=O)O>CN(C=O)C>[Br:39][CH2:40][CH2:41][O:8][C:7]1[CH:6]=[CH:5][C:4]([C:9]2[CH:10]=[C:11]([C:30]([NH2:32])=[O:31])[C:12]3[NH:13][C:14]4[C:19]([C:20]=3[CH:21]=2)=[CH:18][CH:17]=[C:16]([N:22]2[CH2:27][CH2:26][S:25](=[O:29])(=[O:28])[CH2:24][CH2:23]2)[CH:15]=4)=[CH:3][C:2]=1[Cl:1] |f:1.2.3,5.6|. Reported procedure: A 100 ml round bottom flask was loaded with 3-(3-chloro-4-hydroxyphenyl)-7-(1,1-dioxo-thiomorpholino)-9H-carbazole-1-carboxamide (49.4 mg, 0.084 mmol, Example 408B), K2CO3 (150 mg, 1.085 mmol), DMF (6 ml) and 1,2-dibromoethane (0.09 ml, 1.044 mmol) and stirred at room temperature for 4.5 hours. The reaction mixture was poured into a separating funnel that was loaded with 100 ml water+citric acid (0.5 M solution in water) (10 ml, 5.00 mmol) and extracted with ethyl acetate. The organic layer was ... Reactants: Intermediate 1, COC=1C=C2C(C(NC2=CC1)=O)=O (5-methoxy-1H-indole-2,3-dione), C(#N)CC(=O)OC (methyl cyanoacetate). Product: C(#N)/C(/C(=O)OC)=C\1/C(NC2=CC=C(C=C12)OC)=O (methyl (2Z)-cyano(5-methoxy-2-oxo-1,2-dihydro-3H-indol-3-ylidene)acetate). Isolated yield 88.0%. As a reaction SMILES: [CH3:1][O:2][C:3]1[CH:4]=[C:5]2[C:9](=[CH:10][CH:11]=1)[NH:8][C:7](=[O:12])[C:6]2=O.[C:14]([CH2:16][C:17]([O:19][CH3:20])=[O:18])#[N:15]>>[C:14](/[C:16](=[C:6]1/[C:7](=[O:12])[NH:8][C:9]2[C:5]/1=[CH:4][C:3]([O:2][CH3:1])=[CH:11][CH:10]=2)/[C:17]([O:19][CH3:20])=[O:18])#[N:15]. Procedure: Following the general method as outlined for Intermediate 1, starting from 5-methoxy-1H-indole-2,3-dione and methyl cyanoacetate, the title compound was isolated, after evaporation, as a dark purple solid in 88% yield. This was a 4.5:1 mixture of geometric isomers (99% purity by HPLC). The reactants are C#CCBr, O=C([O-])[O-], CN(C)C=O, Cn1c(C(F)(F)F)cc(=O)n(-c2cc3[nH]c(=O)ccc3cc2F)c1=O, [K+], [K+]. The product is C#CCn1c(=O)ccc2cc(F)c(-n3c(=O)cc(C(F)(F)F)n(C)c3=O)cc21. Reaction SMILES: [Br:26][CH2:27][C:28]#[CH:29].[C:30](=[O:31])([O-:32])[O-:33].[CH3:36][N:37]([CH3:38])[CH:39]=[O:40].[F:1][c:2]1[cH:3][c:4]2[cH:5][cH:6][c:7](=[O:25])[nH:8][c:9]2[cH:10][c:11]1-[n:12]1[c:13](=[O:24])[n:14]([CH3:23])[c:15]([C:19]([F:20])([F:21])[F:22])[cH:16][c:17]1=[O:18].[K+:34].[K+:35]>>[F:1][c:2]1[cH:3][c:4]2[cH:5][cH:6][c:7](=[O:25])[n:8]([CH2:29][C:28]#[CH:27])[c:9]2[cH:10][c:11]1-[n:12]1[c:13](=[O:24])[n:14]([CH3:23])[c:15]([C:19]([F:20])([F:21])[F:22])[cH:16][c:17]1=[O:18]. Starting materials: C1(=CC=CC=C1)C=C(CC(C)C1=C(C=NC=C1)CC)C (1-phenyl-2-methyl-4-(3-ethyl-4-pyridyl)-1-pentene), C1(=CC=CC=C1)C=C(CC(C)C1=C(C=NC=C1)CC)C (1-phenyl-2-methyl-4-(3-ethyl-4-pyridyl)-1-pentene), [H][H] (hydrogen). Reagents/catalysts: [C].[Pd] (palladium carbon). Run in CO (methanol). Yields the product C1(=CC=CC=C1)CC(CC(C)C1=C(C=NC=C1)CC)C (1-phenyl-2-methyl-4-(3-ethyl-4-pyridyl)pentane). The yield is 90.8%. Reaction SMILES: [C:1]1([CH:7]=[C:8]([CH3:20])[CH2:9][CH:10]([C:12]2[CH:17]=[CH:16][N:15]=[CH:14][C:13]=2[CH2:18][CH3:19])[CH3:11])[CH:6]=[CH:5][CH:4]=[CH:3][CH:2]=1.[H][H]>CO.[C].[Pd]>[C:1]1([CH2:7][CH:8]([CH3:20])[CH2:9][CH:10]([C:12]2[CH:17]=[CH:16][N:15]=[CH:14][C:13]=2[CH2:18][CH3:19])[CH3:11])[CH:2]=[CH:3][CH:4]=[CH:5][CH:6]=1 |f:3.4|. Procedure details: 1.2 g (4.53 mmol) of 1-phenyl-2-methyl-4-(3-ethyl-4-pyridyl)-1-pentene (Compound 63) obtained in Example 46 was dissolved in 30 ml of methanol, 250 mg of 5% palladium carbon was added thereto and the resulting mixture was stirred for 8 hours at room temperature in an atmosphere of hydrogen. Palladium-carbon was filtered out and methanol was distilled away under reduced pressure, to obtain 1.1 g (yield: 91.2%) of the desired compound. Starting materials: CCCBr, CS(C)=O, [K+], [OH-], COC(=O)c1ccc[nH]1. The product is CCCn1cccc1C(=O)OC. RXN SMILES: [Br:12][CH2:13][CH2:14][CH3:15].[CH3:16][S:17]([CH3:18])=[O:19].[K+:2].[OH-:1].[nH:3]1[c:4]([C:8](=[O:9])[O:10][CH3:11])[cH:5][cH:6][cH:7]1>>[n:3]1([CH2:13][CH2:14][CH3:15])[c:4]([C:8](=[O:9])[O:10][CH3:11])[cH:5][cH:6][cH:7]1. Starting materials: COC(=O)C1NC2=CC=CC(=C2C1)Cl (4-chloroindoline-2(R/S)-carboxylic acid methyl ester), C(C)(C)(C)OC(=O)N[C@H](C(=O)O)CC (N-t-butoxycarbonyl-2(S)-aminobutyric acid), C(C)(C)N=C=NC(C)C (diisopropylcarbodiimide). The solvent is ClCCl (dichloromethane). Run at time 24 hour. Yields the product COC(=O)C1N(C2=CC=CC(=C2C1)Cl)C([C@H](CC)NC(=O)OC(C)(C)C)=O (1-(N-t-Butoxycarbonyl-2(S)-aminobutyryl)-4-chloroindoline-2(R/S)-carboxylic acid methyl ester). As a reaction SMILES: [CH3:1][O:2][C:3]([CH:5]1[CH2:13][C:12]2[C:7](=[CH:8][CH:9]=[CH:10][C:11]=2[Cl:14])[NH:6]1)=[O:4].[C:15]([O:19][C:20]([NH:22][C@@H:23]([CH2:27][CH3:28])[C:24](O)=[O:25])=[O:21])([CH3:18])([CH3:17])[CH3:16].C(N=C=NC(C)C)(C)C>ClCCl>[CH3:1][O:2][C:3]([CH:5]1[CH2:13][C:12]2[C:7](=[CH:8][CH:9]=[CH:10][C:11]=2[Cl:14])[N:6]1[C:24](=[O:25])[C@@H:23]([NH:22][C:20]([O:19][C:15]([CH3:18])([CH3:17])[CH3:16])=[O:21])[CH2:27][CH3:28])=[O:4]. Procedure: To a solution of 4-chloroindoline-2(R/S)-carboxylic acid methyl ester (0.41 g, 1.94 mmol) and N-t-butoxycarbonyl-2(S)-aminobutyric acid (0.47 g, 2.33 mmol) dissolved in dried dichloromethane(10 ml) under nitrogen at 10° C., was added diisopropylcarbodiimide (0.36 ml, 2.33 mmol). The mixture was stirred at room temperature for 24 hours, then filtered. The filtrate was evaporated under vacuum to afford a brown solid which was purified by column chromatography on silica gel using 20:1 dichlorometha... Reactants: BrC=1C=[N+](C=C(C1)OCC)[O-] (3-bromo-5-ethoxypyridine 1-oxide), O=P(Cl)(Cl)Cl (POCl3). Solvent: C(Cl)Cl (DCM). Conditions: temperature 45 celsius. Product: BrC=1C=C(C(=NC1)Cl)OCC (5-bromo-2-chloro-3-ethoxypyridine). The yield is 33.3%. Reaction SMILES: [Br:1][C:2]1[CH:3]=[N+:4]([O-])[CH:5]=[C:6]([O:8][CH2:9][CH3:10])[CH:7]=1.O=P(Cl)(Cl)[Cl:14]>C(Cl)Cl>[Br:1][C:2]1[CH:7]=[C:6]([O:8][CH2:9][CH3:10])[C:5]([Cl:14])=[N:4][CH:3]=1. Reported procedure: To a solution of 3-bromo-5-ethoxypyridine 1-oxide (40 g, 183 mmol) in DCM (200 mL) at 0° C. was slowly added POCl3 (159 mL, 1701 mmol) over 30 min. Then the resulting solution was warmed to 45° C. for 15 h. The mixture was concentrated and extracted with DCM (2×200 mL), dried over Na2SO4 and concentrated to give 5-bromo-2-chloro-3-ethoxypyridine (30 g, 60.9 mmol, 33.2% yield): 1H NMR (400 MHz, CD3OD) δ 8.00-7.99 (d, J=2.0 Hz, 1H), 7.65-7.64 (d, J=2.0 Hz, 1H), 4.17-4.12 (m, 2H), 1.44 (t, J=7.0 Hz... Starting materials: O=C([O-])[O-], CI, [K+], [K+], CN(C)C=O, O=C(Nc1ccc(Oc2ccnc(-c3nnn[nH]3)c2)cc1)Nc1cccc(C(F)(F)F)c1. The product is Cn1nnnc1-c1cc(Oc2ccc(NC(=O)Nc3cccc(C(F)(F)F)c3)cc2)ccn1. As a reaction SMILES: [C:35](=[O:36])([O-:37])[O-:38].[I:1][CH3:2].[K+:39].[K+:40].[O:41]=[CH:42][N:43]([CH3:44])[CH3:45].[nH:3]1[n:4][n:5][n:6][c:7]1-[c:8]1[n:9][cH:10][cH:11][c:12]([O:14][c:15]2[cH:16][cH:17][c:18]([NH:21][C:22](=[O:23])[NH:24][c:25]3[cH:26][c:27]([C:31]([F:32])([F:33])[F:34])[cH:28][cH:29][cH:30]3)[cH:19][cH:20]2)[cH:13]1>>[n:3]1[n:4][n:5][n:6]([CH3:35])[c:7]1-[c:8]1[n:9][cH:10][cH:11][c:12]([O:14][c:15]2[cH:16][cH:17][c:18]([NH:21][C:22](=[O:23])[NH:24][c:25]3[cH:26][c:27]([C:31]([F:32])([F:33])[F:34])[cH:28][cH:29][cH:30]3)[cH:19][cH:20]2)[cH:13]1.